This data is from the Open Reaction Database (ORD), a public repository of structured organic reaction records. The task is: describe an organic reaction: reactants, conditions, products, and yield Reactants: CC(C)CCCC(C)C1CCC2C3CC=C4CC(OC(=O)NCC(=O)O)CCC4(C)C3CCC12C, C(=NC1CCCCC1)=NC1CCCCC1, ClC(Cl)Cl, C1COCCO1, O=C1CCC(=O)N1O. Yields the product CC(C)CCCC(C)C1CCC2C3CC=C4CC(OC(=O)NCC(=O)ON5C(=O)CCC5=O)CCC4(C)C3CCC12C. Reaction SMILES: [CH3:1][CH:2]([CH3:3])[CH2:4][CH2:5][CH2:6][CH:7]([CH3:8])[CH:9]1[CH2:10][CH2:11][CH:12]2[CH:13]3[CH2:14][CH:15]=[C:16]4[CH2:17][CH:18]([O:28][C:29](=[O:30])[NH:31][CH2:32][C:33](=[O:34])[OH:35])[CH2:19][CH2:20][C:21]4([CH3:22])[CH:23]3[CH2:24][CH2:25][C:26]12[CH3:27].[CH:44]1([N:45]=[C:46]=[N:47][CH:48]2[CH2:49][CH2:50][CH2:51][CH2:52][CH2:53]2)[CH2:54][CH2:55][CH2:56][CH2:57][CH2:58]1.[CH:65]([Cl:66])([Cl:67])[Cl:68].[O:59]1[CH2:60][CH2:61][O:62][CH2:63][CH2:64]1.[OH:36][N:37]1[C:38](=[O:43])[CH2:39][CH2:40][C:41]1=[O:42]>>[CH3:1][CH:2]([CH3:3])[CH2:4][CH2:5][CH2:6][CH:7]([CH3:8])[CH:9]1[CH2:10][CH2:11][CH:12]2[CH:13]3[CH2:14][CH:15]=[C:16]4[CH2:17][CH:18]([O:28][C:29](=[O:30])[NH:31][CH2:32][C:33](=[O:34])[O:35][N:37]5[C:38](=[O:43])[CH2:39][CH2:40][C:41]5=[O:42])[CH2:19][CH2:20][C:21]4([CH3:22])[CH:23]3[CH2:24][CH2:25][C:26]12[CH3:27]. Reactants: NC=1C=C2C=NNC2=CC1 (5-Aminoindazole), C(O)([O-])=O.[Na+] (sodium hydrogencarbonate), O.Cl.N1CCC(CC1)=O (4-Piperidone hydrochloride monohydrate), C1(=CC=CC=C1)C(C=O)C (2-phenylpropionaldehyde), C(C)(=O)O[BH-](OC(C)=O)OC(C)=O.[Na+] (sodium triacetoxyborohydride). Solvent: CO (methanol). Reaction conditions: time 18 hour. Product: N1N=CC2=CC(=CC=C12)NC1CCN(CC1)CC(C)C1=CC=CC=C1 (N-(1H-5-Indazolyl)-N-[1-(2-phenylpropyl)-4-piperidyl]amine). Yield: 15.5%. RXN SMILES: O.Cl.[NH:3]1[CH2:8][CH2:7][C:6](=O)[CH2:5][CH2:4]1.[C:10]1([CH:16]([CH3:19])[CH:17]=O)[CH:15]=[CH:14][CH:13]=[CH:12][CH:11]=1.C(O[BH-](OC(=O)C)OC(=O)C)(=O)C.[Na+].[NH2:34][C:35]1[CH:36]=[C:37]2[C:41](=[CH:42][CH:43]=1)[NH:40][N:39]=[CH:38]2.C(=O)([O-])O.[Na+]>CO>[NH:40]1[C:41]2[C:37](=[CH:36][C:35]([NH:34][CH:6]3[CH2:7][CH2:8][N:3]([CH2:17][CH:16]([C:10]4[CH:15]=[CH:14][CH:13]=[CH:12][CH:11]=4)[CH3:19])[CH2:4][CH2:5]3)=[CH:43][CH:42]=2)[CH:38]=[N:39]1 |f:0.1.2,4.5,7.8|. Reported procedure: 4-Piperidone hydrochloride monohydrate (77 mg) and 2-phenylpropionaldehyde (68 mg) were dissolved in methanol (1 ml), and sodium triacetoxyborohydride (106 mg) was added to the solution. The reaction mixture was stirred at room temperature for 18 hr. 5-Aminoindazole (54 mg) was further added thereto, and the mixture was stirred for 30 min, followed by the addition of borane-pyridine complex (0.05 ml). The reaction mixture was stirred at room temperature for 18 hr. A saturated aqueous sodium hydr... The reactants are CC(C)(C)OC(=O)NC1CCN(CCC(c2ccccc2)c2ccccc2)CC1, Cc1ccccc1, ClCCl, O=C(O)C(F)(F)F. Yields the product NC1CCN(CCC(c2ccccc2)c2ccccc2)CC1. As a reaction SMILES: [C:1]([O:2][C:3](=[O:4])[NH:8][CH:9]1[CH2:10][CH2:11][N:12]([CH2:15][CH2:16][CH:17]([c:18]2[cH:19][cH:20][cH:21][cH:22][cH:23]2)[c:24]2[cH:25][cH:26][cH:27][cH:28][cH:29]2)[CH2:13][CH2:14]1)([CH3:5])([CH3:6])[CH3:7].[CH3:37][c:38]1[cH:39][cH:40][cH:41][cH:42][cH:43]1.[Cl:44][CH2:45][Cl:46].[OH:30][C:31]([C:32]([F:33])([F:34])[F:35])=[O:36]>>[NH2:8][CH:9]1[CH2:10][CH2:11][N:12]([CH2:15][CH2:16][CH:17]([c:18]2[cH:19][cH:20][cH:21][cH:22][cH:23]2)[c:24]2[cH:25][cH:26][cH:27][cH:28][cH:29]2)[CH2:13][CH2:14]1.